This data is from the Open Reaction Database (ORD), a public repository of structured organic reaction records. The task is: describe an organic reaction: reactants, conditions, products, and yield Reactants: FC1=C(C=C(C(=O)O)C=C1)[N+](=O)[O-] (4-Fluoro-3-nitrobenzoic acid), C(C)O (ethanol), C1(=CC=CC=C1)C (toluene), S(O)(O)(=O)=O (sulfuric acid). The product is FC1=C(C=C(C(=O)OCC)C=C1)[N+](=O)[O-] (Ethyl 4-fluoro-3-nitrobenzoate). Isolated yield 91.9%. RXN SMILES: [F:1][C:2]1[CH:10]=[CH:9][C:5]([C:6]([OH:8])=[O:7])=[CH:4][C:3]=1[N+:11]([O-:13])=[O:12].[CH2:14](O)[CH3:15].C1(C)C=CC=CC=1.S(=O)(=O)(O)O>>[F:1][C:2]1[CH:10]=[CH:9][C:5]([C:6]([O:8][CH2:14][CH3:15])=[O:7])=[CH:4][C:3]=1[N+:11]([O-:13])=[O:12]. Procedure details: 4-Fluoro-3-nitrobenzoic acid (5.3 g, 0.029 mol), ethanol (15 mL, 0.26 mol), toluene (40 mL, 0.4 mol) and sulfuric acid (1.75 mL, 0.0328 mol) were added to a 100 mL round-bottomed flask fitted with a Dean Stark trap and reflux condenser. The reaction mixture was heated with stirring under nitrogen to reflux and maintained at reflux for 5 hours. The reaction mixture was concentrated to about half volume diluted with ethyl acetate. The organic layer was washed with saturated sodium bicarbonate, wat... Starting materials: COC1=C(C2=C(C(CO2)=O)C=C1)C#CCCN1CCN(CC1)C(=O)OC(C)(C)C (tert-butyl 4-[4-(6-methoxy-3-oxo-2,3-dihydrobenzofuran-7-yl)but-3-ynyl]piperazine-1-carboxylate). The reagents and catalysts are [Pd].CC(=O)[O-].CC(=O)[O-].[Pb+2] (Lindlar's catalyst). Run in C(C)O (ethanol). Reaction conditions: time 4 hour. The product is COC1=C(C2=C(C(CO2)=O)C=C1)\C=C/CCN1CCN(CC1)C(=O)OC(C)(C)C (tert-butyl (Z)-4-[4-(6-methoxy-3-oxo-2,3-dihydrobenzofuran-7-yl)but-3-enyl]piperazine-1-carboxylate). The yield is 69.8%. Reaction SMILES: [CH3:1][O:2][C:3]1[CH:12]=[CH:11][C:6]2[C:7](=[O:10])[CH2:8][O:9][C:5]=2[C:4]=1[C:13]#[C:14][CH2:15][CH2:16][N:17]1[CH2:22][CH2:21][N:20]([C:23]([O:25][C:26]([CH3:29])([CH3:28])[CH3:27])=[O:24])[CH2:19][CH2:18]1>C(O)C.[Pd].CC([O-])=O.CC([O-])=O.[Pb+2]>[CH3:1][O:2][C:3]1[CH:12]=[CH:11][C:6]2[C:7](=[O:10])[CH2:8][O:9][C:5]=2[C:4]=1/[CH:13]=[CH:14]\[CH2:15][CH2:16][N:17]1[CH2:22][CH2:21][N:20]([C:23]([O:25][C:26]([CH3:29])([CH3:28])[CH3:27])=[O:24])[CH2:19][CH2:18]1 |f:2.3.4.5|. Procedure: A solution of tert-butyl 4-[4-(6-methoxy-3-oxo-2,3-dihydrobenzofuran-7-yl)but-3-ynyl]piperazine-1-carboxylate (0.0801 g, 0.200 mmol) synthesized in Example B49, Step 2 in ethanol (5 mL) was added with Lindlar's catalyst (0.0800 g), and the mixture was stirred at room temperature for 4 hours under a hydrogen atmosphere. The reaction mixture was filtered through Celite, and then the filtrate was concentrated. The resulting residue was purified by silica gel column chromatography (hexane/ethyl acet... Starting materials: FC(C(=O)[O-])(F)F (trifluoroacetate), NC1=CC=C(C=C1)C1=CC=C(C=C1)C(CC(C(=O)OC)CCN(C)C)=O (methyl 4-(4′-amino-1,1′-biphenyl-4-yl)-2-[2-(dimethyl-amino)ethyl]-4-oxobutanoate), ClC=1SC2=C(N1)C=CC(=C2)Cl (2,6-dichloro-1,3-benzothiazole), S1C(=NC2=C1C=CC=C2)NC2=CC=C(C=C2)C2=CC=C(C=C2)C(CC(C(=O)O)(C)C)=O (4-[4′-(1,3-benzothiazol-2-ylamino)-1,1′-biphenyl-4-yl]-2,2-dimethyl-4-oxobutanoic acid). The product is ClC1=CC2=C(N=C(S2)NC2=CC=C(C=C2)C2=CC=C(C=C2)C(CC(C(=O)O)CCN(C)C)=O)C=C1 (4-{4′-[(6Chloro-1,3-benzothiazol-2-yl)amino]-1,1′-biphenyl-4-yl}-2-[2-(dimethylamino)ethyl]-4-oxobutanoic acid). The yield is 16.3%. RXN SMILES: [NH2:1][C:2]1[CH:7]=[CH:6][C:5]([C:8]2[CH:13]=[CH:12][C:11]([C:14](=[O:26])[CH2:15][CH:16]([CH2:21][CH2:22][N:23]([CH3:25])[CH3:24])[C:17]([O:19]C)=[O:18])=[CH:10][CH:9]=2)=[CH:4][CH:3]=1.Cl[C:28]1[S:29][C:30]2[CH:36]=[C:35]([Cl:37])[CH:34]=[CH:33][C:31]=2[N:32]=1.S1C2C=CC=CC=2N=C1NC1C=CC(C2C=CC(C(=O)CC(C)(C)C(O)=O)=CC=2)=CC=1.FC(F)(F)C([O-])=O>>[Cl:37][C:35]1[CH:34]=[CH:33][C:31]2[N:32]=[C:28]([NH:1][C:2]3[CH:7]=[CH:6][C:5]([C:8]4[CH:13]=[CH:12][C:11]([C:14](=[O:26])[CH2:15][CH:16]([CH2:21][CH2:22][N:23]([CH3:24])[CH3:25])[C:17]([OH:19])=[O:18])=[CH:10][CH:9]=4)=[CH:4][CH:3]=3)[S:29][C:30]=2[CH:36]=1. Procedure: This compound was prepared from methyl 4-(4′-amino-1,1′-biphenyl-4-yl)-2-[2-(dimethyl-amino)ethyl]-4-oxobutanoate (60 mg, 0.17 mmol) and 2,6-dichloro-1,3-benzothiazole (51.8 mg, 0.25 mmol)) in a similar manner to the method described for 4-[4′-(1,3-benzothiazol-2-ylamino)-1,1′-biphenyl-4-yl]-2,2-dimethyl-4-oxobutanoic acid, providing 14.1 mg (13%) of the desired product as the trifluoroacetate salt. 1H NMR (400 MHz, CD3OD) δ 8.10 (d, 2 H), 7.70–8.10 (m, 8 H), 7.30 (m, 1H), 3.60 (m, 1 H), 3.30–3.... Starting materials: ClC1=C(C(=CC=C1F)Cl)C(C)OC=1C(=NC=C(C1)I)N (3-[1-(2,6-dichloro-3-fluoro-phenyl)-ethoxy]-5-iodo-pyridin-2-ylamine), COC(C(C)(N1N=CC(=C1)B1OC(C(O1)(C)C)(C)C)C)=O (2-methyl-2-[4-(4,4,5,5-tetramethyl-[1,3,2]dioxaborolan-2-yl)-pyrazol-1-yl]propionic acid methyl ester), [F-].[Cs+] (CsF). Solvent: COCCOC (DME), O (water). Conditions: temperature 120 celsius. The product is COC(C(C)(C)N1N=CC(=C1)C=1C=NC(=C(C1)OC(C)C1=C(C(=CC=C1Cl)F)Cl)N)=O (2-(4-{6-amino-5-[1-(2,6-dichloro-3-fluoro-phenyl)-ethoxy]-pyridin-3-yl}-pyrazol-1-yl)-2-methyl-propionic acid methyl ester). As a reaction SMILES: [Cl:1][C:2]1[C:7]([F:8])=[CH:6][CH:5]=[C:4]([Cl:9])[C:3]=1[CH:10]([O:12][C:13]1[C:14]([NH2:20])=[N:15][CH:16]=[C:17](I)[CH:18]=1)[CH3:11].[CH3:21][O:22][C:23](=[O:41])[C:24]([CH3:40])([N:26]1[CH:30]=[C:29](B2OC(C)(C)C(C)(C)O2)[CH:28]=[N:27]1)[CH3:25].[F-].[Cs+]>COCCOC.O>[CH3:21][O:22][C:23](=[O:41])[C:24]([N:26]1[CH:30]=[C:29]([C:17]2[CH:16]=[N:15][C:14]([NH2:20])=[C:13]([O:12][CH:10]([C:3]3[C:4]([Cl:9])=[CH:5][CH:6]=[C:7]([F:8])[C:2]=3[Cl:1])[CH3:11])[CH:18]=2)[CH:28]=[N:27]1)([CH3:40])[CH3:25] |f:2.3|. Procedure: To a solution of 3-[1-(2,6-dichloro-3-fluoro-phenyl)-ethoxy]-5-iodo-pyridin-2-ylamine (6.363 g, 14.901 mmol) and 2-methyl-2-[4-(4,4,5,5-tetramethyl-[1,3,2]dioxaborolan-2-yl)-pyrazol-1-yl]propionic acid methyl ester (4.6 g, 15.64 mmol) in DME (27 mL) was added a solution of CsF (6.79 g, 44.7 mmol) in water (9.3 mL). The reaction mixture was degassed 3 times with N2. Pd(dppf)CH2Cl2 was added and the reaction mixture was degassed 3 times with N2. The reaction was heated to 120° C. in the microwave ...